From a dataset of the Open Reaction Database (ORD), a public repository of structured organic reaction records. describe an organic reaction: reactants, conditions, products, and yield Reactants: NC1(CCC1)C1=CC=C(C=C1)C=1N=C2N(N=C(C(=C2C)C)C(=O)OC)C1C1=CC=CC=C1 (methyl 2-[4-(1-aminocyclobutyl)phenyl]-7,8-dimethyl-3-phenylimidazo[1,2-b]pyridazine-6-carboxylate), CO (MeOH), N (ammonia). Run at temperature 130 celsius. Product: NC1(CCC1)C1=CC=C(C=C1)C=1N=C2N(N=C(C(=C2C)C)C(=O)N)C1C1=CC=CC=C1 (2-[4-(1-Aminocyclobutyl)phenyl]-7,8-dimethyl-3-phenylimidazo[1,2-b]-pyridazine-6-carboxamide). Yield: 77.0%. RXN SMILES: [NH2:1][C:2]1([C:6]2[CH:11]=[CH:10][C:9]([C:12]3[N:13]=[C:14]4[C:19]([CH3:20])=[C:18]([CH3:21])[C:17]([C:22]([O:24]C)=O)=[N:16][N:15]4[C:26]=3[C:27]3[CH:32]=[CH:31][CH:30]=[CH:29][CH:28]=3)=[CH:8][CH:7]=2)[CH2:5][CH2:4][CH2:3]1.CO.[NH3:35]>>[NH2:1][C:2]1([C:6]2[CH:11]=[CH:10][C:9]([C:12]3[N:13]=[C:14]4[C:19]([CH3:20])=[C:18]([CH3:21])[C:17]([C:22]([NH2:35])=[O:24])=[N:16][N:15]4[C:26]=3[C:27]3[CH:32]=[CH:31][CH:30]=[CH:29][CH:28]=3)=[CH:8][CH:7]=2)[CH2:3][CH2:4][CH2:5]1. Procedure details: A solution of methyl 2-[4-(1-aminocyclobutyl)phenyl]-7,8-dimethyl-3-phenylimidazo[1,2-b]pyridazine-6-carboxylate [that was prepared in a manner analgous to that described for Example 51] (80 mg, ˜90% purity, 0.170 mmol, 1.0 eq) in 2.41 ml 7N ammonia in MeOH (˜100 eq of NH3) was heated for 2 hours at 130° C. by the use of a single mode microwave oven (Biotage). On cooling the volatile components were removed in vacuo. The crude mixture was purified via MPLC (Biotage Isolera; 11 g SNAP NH2 cartrid... The reactants are C(C1=CC=CC=C1)OC=1C=C(C=CC1)C1=NC2=CC(=C(C=C2C(=N1)Cl)OCCOC)OC (2-(3-(benzyloxy)phenyl)-4-chloro-7-methoxy-6-(2-methoxyethoxy)quinazoline), NC=1C=C2C=NN(C2=CC1)C(=O)OC(C)(C)C (tert-butyl 5-amino-1H-indazole-1-carboxylate), NC=1C=C2C=NN(C2=CC1)C(=O)OC(C)(C)C (tert-butyl 5-amino-1H-indazole-1-carboxylate). Reagents/catalysts: NC=1C=C2C=NN(C2=CC1)C(=O)OC(C)(C)C (tert-butyl 5-amino-1H-indazole-1-carboxylate). Run in C(C)(C)O (iso-propanol). Reaction conditions: time 3 hour. Product: C(C1=CC=CC=C1)OC=1C=C(C=CC1)C1=NC2=CC(=C(C=C2C(=N1)NC=1C=C2C=NN(C2=CC1)C(=O)OC(C)(C)C)OCCOC)OC (tert-butyl 5-(2-(3-(benzyloxy)phenyl)-7-methoxy-6-(2-methoxyethoxy)quinazolin-4-ylamino)-1H-indazole-1-carboxylate). Yield: 100.0%. As a reaction SMILES: [CH2:1]([O:8][C:9]1[CH:10]=[C:11]([C:15]2[N:24]=[C:23](Cl)[C:22]3[C:17](=[CH:18][C:19]([O:31][CH3:32])=[C:20]([O:26][CH2:27][CH2:28][O:29][CH3:30])[CH:21]=3)[N:16]=2)[CH:12]=[CH:13][CH:14]=1)[C:2]1[CH:7]=[CH:6][CH:5]=[CH:4][CH:3]=1.[NH2:33][C:34]1[CH:35]=[C:36]2[C:40](=[CH:41][CH:42]=1)[N:39]([C:43]([O:45][C:46]([CH3:49])([CH3:48])[CH3:47])=[O:44])[N:38]=[CH:37]2>C(O)(C)C.NC1C=C2C(=CC=1)N(C(OC(C)(C)C)=O)N=C2>[CH2:1]([O:8][C:9]1[CH:10]=[C:11]([C:15]2[N:24]=[C:23]([NH:33][C:34]3[CH:35]=[C:36]4[C:40](=[CH:41][CH:42]=3)[N:39]([C:43]([O:45][C:46]([CH3:49])([CH3:48])[CH3:47])=[O:44])[N:38]=[CH:37]4)[C:22]3[C:17](=[CH:18][C:19]([O:31][CH3:32])=[C:20]([O:26][CH2:27][CH2:28][O:29][CH3:30])[CH:21]=3)[N:16]=2)[CH:12]=[CH:13][CH:14]=1)[C:2]1[CH:7]=[CH:6][CH:5]=[CH:4][CH:3]=1. Procedure details: A mixture of 2-(3-(benzyloxy)phenyl)-4-chloro-7-methoxy-6-(2-methoxyethoxy)quinazoline (1.55 g, 3.44 mmol) and tert-butyl 5-amino-1H-indazole-1-carboxylate (0.842 g, 3.61 mmol) in iso-propanol (100 mL) was heated at 95° C. for 2 h, upon which the an additional aliquot of tert-butyl 5-amino-1H-indazole-1-carboxylate (0.100 g, 0.43 mmol) was added. Stirring was continued at 95° C. for a further 3 h upon which a third aliquot of tert-butyl 5-amino-1H-indazole-1-carboxylate (0.050 g, 0.22 mmol) was ... Reactants: C(C)OC(=O)C=P(C1=CC=CC=C1)(C1=CC=CC=C1)C1=CC=CC=C1 (Ethoxycarbonylmethylenetriphenylphosphorane), COC1=CC=C(C=C1)N1C(C=2CCCCC2C1O)=O (2-(4-methoxyphenyl)-3-hydroxy-4,5,6,7-tetrahydroisoindolin-1-one). The solvent is C1(=CC=CC=C1)C (toluene). Product: COC1=CC=C(C=C1)N1C(C=2CCCCC2C1=O)CC(=O)O (2-(4-methoxyphenyl)-3-oxo-4,5,6,7-tetrahydroisoindoline-1-acetic acid). The yield is 948.0%. As a reaction SMILES: C([O:3][C:4]([CH:6]=P(C1C=CC=CC=1)(C1C=CC=CC=1)C1C=CC=CC=1)=[O:5])C.[CH3:26][O:27][C:28]1[CH:33]=[CH:32][C:31]([N:34]2[CH:42](O)[C:41]3[CH2:40][CH2:39][CH2:38][CH2:37][C:36]=3[C:35]2=[O:44])=[CH:30][CH:29]=1>C1(C)C=CC=CC=1>[CH3:26][O:27][C:28]1[CH:29]=[CH:30][C:31]([N:34]2[C:35](=[O:44])[C:36]3[CH2:37][CH2:38][CH2:39][CH2:40][C:41]=3[CH:42]2[CH2:6][C:4]([OH:5])=[O:3])=[CH:32][CH:33]=1. Procedure details: Ethoxycarbonylmethylenetriphenylphosphorane (3.0 g) was added to a solution of 2-(4-methoxyphenyl)-3-hydroxy-4,5,6,7-tetrahydroisoindolin-1-one (2.59 g) in toluene (30 ml) and the solution was refluxed gently for 48 hours. After cooling, the solvent was distilled off and the residue was dissolved in 30 ml of methanol. Potassium carbonate (3 g) and water (10 ml) were added and the mixture was refluxed for an hour. After cooling, the methanol was distilled off, 100 ml of water and 100 ml of dichlo... Reactants: COC(=O)C1CN(C(=O)OC(C)(C)C)CCC1CCCN1C(=O)COc2ccc(C#N)cc21, COc1ccc2c(c1)N(CCN1CCC(N)CC1)C(=O)OC2. The product is COC(=O)C1CNCCC1CCCN1C(=O)COc2ccc(C#N)cc21. Reaction SMILES: [C:1](#[N:2])[c:3]1[cH:4][cH:5][c:6]2[c:7]([cH:33]1)[N:8]([CH2:13][CH2:14][CH2:15][CH:16]1[CH:17]([C:29](=[O:30])[O:31][CH3:32])[CH2:18][N:19]([C:22]([O:23][C:24]([CH3:25])([CH3:26])[CH3:27])=[O:28])[CH2:20][CH2:21]1)[C:9](=[O:12])[CH2:10][O:11]2.[NH2:34][CH:35]1[CH2:36][CH2:37][N:38]([CH2:39][CH2:40][N:41]2[c:42]3[cH:43][c:44]([O:45][CH3:46])[cH:47][cH:48][c:49]3[CH2:50][O:51][C:52]2=[O:53])[CH2:54][CH2:55]1>>[C:1](#[N:2])[c:3]1[cH:4][cH:5][c:6]2[c:7]([cH:33]1)[N:8]([CH2:13][CH2:14][CH2:15][CH:16]1[CH:17]([C:29](=[O:30])[O:31][CH3:32])[CH2:18][NH:19][CH2:20][CH2:21]1)[C:9](=[O:12])[CH2:10][O:11]2. The reactants are CCO, CCCCCCC(C)=O, O, P. Yields the product CCCCCCC(C)O. Reaction SMILES: [CH3:11][CH2:12][OH:13].[CH3:2][C:3]([CH2:4][CH2:5][CH2:6][CH2:7][CH2:8][CH3:9])=[O:10].[OH2:14].[PH3:1]>>[CH3:2][CH:3]([CH2:4][CH2:5][CH2:6][CH2:7][CH2:8][CH3:9])[OH:10]. Starting materials: BrCC1OCCO1, O=C([O-])[O-], [K+], [K+], NCCO, C1COCCO1. Product: OCCNCC1OCCO1. As a reaction SMILES: [Br:1][CH2:2][CH:3]1[O:4][CH2:5][CH2:6][O:7]1.[C:12](=[O:13])([O-:14])[O-:15].[K+:16].[K+:17].[NH2:8][CH2:9][CH2:10][OH:11].[O:18]1[CH2:19][CH2:20][O:21][CH2:22][CH2:23]1>>[CH2:2]([CH:3]1[O:4][CH2:5][CH2:6][O:7]1)[NH:8][CH2:9][CH2:10][OH:11]. The reactants are BrCCc1c[nH]c2ccccc12, O=C([O-])O, CNC, [Na+]. The product is CN(C)CCc1c[nH]c2ccccc12. Reaction SMILES: [Br:1][CH2:2][CH2:3][c:4]1[cH:5][nH:6][c:7]2[cH:8][cH:9][cH:10][cH:11][c:12]12.[C:16](=[O:17])([OH:18])[O-:19].[CH3:13][NH:14][CH3:15].[Na+:20]>>[CH2:2]([CH2:3][c:4]1[cH:5][nH:6][c:7]2[cH:8][cH:9][cH:10][cH:11][c:12]12)[N:14]([CH3:13])[CH3:15]. Reactants: ClC1=NC=CN=C1 (2-chloropyrazine), FC(C(=O)O)(F)F (trifluoroacetic acid), OC1CN(C1)C(=O)OC(C)(C)C (tert-butyl 3-hydroxyazetidine-1-carboxylate). Yields the product N1=C(C=NC=C1)OC1CN(C1)C(=O)OC(C)(C)C (tert-butyl 3-(pyrazin-2-yloxy)azetidine-1-carboxylate). As a reaction SMILES: Cl[C:2]1[CH:7]=[N:6][CH:5]=[CH:4][N:3]=1.FC(F)(F)C(O)=O.[OH:15][CH:16]1[CH2:19][N:18]([C:20]([O:22][C:23]([CH3:26])([CH3:25])[CH3:24])=[O:21])[CH2:17]1>>[N:3]1[CH:4]=[CH:5][N:6]=[CH:7][C:2]=1[O:15][CH:16]1[CH2:17][N:18]([C:20]([O:22][C:23]([CH3:26])([CH3:25])[CH3:24])=[O:21])[CH2:19]1. Procedure: Compound P22 was prepared according to the general procedure described for the synthesis of P21 in Preparation 21, using 2-chloropyrazine in place of 2-bromopyridine, to afford P22. LCMS (ESI) m/z 252.4 (M÷1). 1H NMR (400 MHz, CDCl3) δ 1.43 (s, 9H), 3.97 (m, 2H), 4.32 (m, 2H), 5.30 (m, 1H), 8.03 (dd, J=2.5, 1.2 Hz, 1H), 8.16 (d, J=2.5 Hz, 1H), 8.26 (d, Hz, 1H). Compound P22 was deprotected with trifluoroacetic acid as described for tert-butyl 3-hydroxyazetidine-1-carboxylate in the preparation o... The reactants are FC(OC=1C(=C(C=CC1OC)C=1C=C2COC(C2=CC1)=O)O)F (5-(3-(difluoromethoxy)-2-hydroxy-4-methoxyphenyl)isobenzofuran-1(3H)-one), C([O-])([O-])=O.[K+].[K+] (potassium carbonate), BrCC1(COC1)CO ((3-bromomethyl-oxetan-3-yl)-methanol). Solvent: C(C)#N (acetonitrile). Run at temperature 80 celsius. The product is FC(OC=1C(=C(C=CC1OC)C=1C=C2COC(C2=CC1)=O)OCC1(COC1)CO)F (5-[3-Difluoromethoxy-2-(3-hydroxymethyl-oxetan-3-ylmethoxy)-4-methoxy-phenyl]-3H-isobenzofuran-1-one). The yield is 19.2%. Reaction SMILES: [F:1][CH:2]([F:23])[O:3][C:4]1[C:5]([OH:22])=[C:6]([C:12]2[CH:13]=[C:14]3[C:18](=[CH:19][CH:20]=2)[C:17](=[O:21])[O:16][CH2:15]3)[CH:7]=[CH:8][C:9]=1[O:10][CH3:11].C(=O)([O-])[O-].[K+].[K+].Br[CH2:31][C:32]1([CH2:36][OH:37])[CH2:35][O:34][CH2:33]1>C(#N)C>[F:23][CH:2]([F:1])[O:3][C:4]1[C:5]([O:22][CH2:31][C:32]2([CH2:36][OH:37])[CH2:35][O:34][CH2:33]2)=[C:6]([C:12]2[CH:13]=[C:14]3[C:18](=[CH:19][CH:20]=2)[C:17](=[O:21])[O:16][CH2:15]3)[CH:7]=[CH:8][C:9]=1[O:10][CH3:11] |f:1.2.3|. Procedure: To a stirring solution of 5-(3-(difluoromethoxy)-2-hydroxy-4-methoxyphenyl)isobenzofuran-1(3H)-one (80 mg, 0.246 mmol) in acetonitrile (10 mL) was added potassium carbonate (102 mg, 0.738 mmol) and (3-bromomethyl-oxetan-3-yl)-methanol (89 mg, 0.493 mmol) and the resultant reaction mixture was heated to 80° C. for 16 h. The reaction mixture was cooled to RT, filtered through celite and the filtrate was concentrated under reduced pressure. The obtained residue was purified by column chromatography...